describe an organic reaction: reactants, conditions, products, and yield From a dataset of the Open Reaction Database (ORD), a public repository of structured organic reaction records. The reactants are C[O-].[Na+] (NaOMe), solution, C(C1=CC=CC=C1)(=O)O[C@H]1[C@H](O[C@@H]([C@H]([C@@H]1OC(C1=CC=CC=C1)=O)OC(C1=CC=CC=C1)=O)COC(C1=CC=CC=C1)=O)O[C@H]1[C@@H]([C@H]([C@H](O[C@@H]1COC(C1=CC=CC=C1)=O)O[C@H]1[C@@H]([C@H]([C@H](O[C@@H]1COC(C1=CC=CC=C1)=O)O[C@H]1[C@@H]([C@H]([C@H](OCCCNC(CCCCCCCCCCCCCCCCC)=O)O[C@@H]1COC(C1=CC=CC=C1)=O)OC(C1=CC=CC=C1)=O)OC(C1=CC=CC=C1)=O)OC(C1=CC=CC=C1)=O)OC(C1=CC=CC=C1)=O)OC(C1=CC=CC=C1)=O)OC(C1=CC=CC=C1)=O (3-Stearamidopropyl 2,3,4,6-tetra-O-benzoyl-α-D-glucopyranosyl-(1→4)-2,3,6-tri-O-benzoyl-α-D-glucopyranosyl-(1→4)-2,3,6-tri-O-benzoyl-α-D-glucopyranosyl-(1→4)-2,3,6-tri-O-benzoyl-β-D-glucopyranoside). Run in CO.C1CCOC1 (MeOH THF). Run at time 24 hour. The product is [C@H]1([C@H](O)[C@@H](O)[C@H](O)[C@H](O1)CO)O[C@H]1[C@@H]([C@H]([C@H](O[C@@H]1CO)O[C@H]1[C@@H]([C@H]([C@H](O[C@@H]1CO)O[C@H]1[C@@H]([C@H]([C@H](OCCCNC(CCCCCCCCCCCCCCCCC)=O)O[C@@H]1CO)O)O)O)O)O)O (3-Stearamidopropyl α-D-glucopyranosyl-(1→4)-α-D-glucopyranosyl-(1→4)-α-D-glucopyranosyl-(1→4)-β-D-glucopyranoside). Isolated yield 99.7%. RXN SMILES: C([O:9][C@@H:10]1[C@@H:15]([O:16]C(=O)C2C=CC=CC=2)[C@H:14]([O:25]C(=O)C2C=CC=CC=2)[C@@H:13]([CH2:34][O:35]C(=O)C2C=CC=CC=2)[O:12][C@@H:11]1[O:44][C@@H:45]1[C@@H:50]([CH2:51][O:52]C(=O)C2C=CC=CC=2)[O:49][C@H:48]([O:61][C@@H:62]2[C@@H:67]([CH2:68][O:69]C(=O)C3C=CC=CC=3)[O:66][C@H:65]([O:78][C@@H:79]3[C@@H:108]([CH2:109][O:110]C(=O)C4C=CC=CC=4)[O:107][C@@H:82]([O:83][CH2:84][CH2:85][CH2:86][NH:87][C:88](=[O:106])[CH2:89][CH2:90][CH2:91][CH2:92][CH2:93][CH2:94][CH2:95][CH2:96][CH2:97][CH2:98][CH2:99][CH2:100][CH2:101][CH2:102][CH2:103][CH2:104][CH3:105])[C@H:81]([O:119]C(=O)C4C=CC=CC=4)[C@H:80]3[O:128]C(=O)C3C=CC=CC=3)[C@H:64]([O:137]C(=O)C3C=CC=CC=3)[C@H:63]2[O:146]C(=O)C2C=CC=CC=2)[C@H:47]([O:155]C(=O)C2C=CC=CC=2)[C@H:46]1[O:164]C(=O)C1C=CC=CC=1)(=O)C1C=CC=CC=1.C[O-].[Na+]>CO.C1COCC1>[C@H:11]1([O:44][C@@H:45]2[C@@H:50]([CH2:51][OH:52])[O:49][C@H:48]([O:61][C@@H:62]3[C@@H:67]([CH2:68][OH:69])[O:66][C@H:65]([O:78][C@@H:79]4[C@@H:108]([CH2:109][OH:110])[O:107][C@@H:82]([O:83][CH2:84][CH2:85][CH2:86][NH:87][C:88](=[O:106])[CH2:89][CH2:90][CH2:91][CH2:92][CH2:93][CH2:94][CH2:95][CH2:96][CH2:97][CH2:98][CH2:99][CH2:100][CH2:101][CH2:102][CH2:103][CH2:104][CH3:105])[C@H:81]([OH:119])[C@H:80]4[OH:128])[C@H:64]([OH:137])[C@H:63]3[OH:146])[C@H:47]([OH:155])[C@H:46]2[OH:164])[O:12][C@H:13]([CH2:34][OH:35])[C@@H:14]([OH:25])[C@H:15]([OH:16])[C@H:10]1[OH:9] |f:1.2,3.4|. Procedure details: Glycoside 126 (377 mg, 161 μmol) was dissolved in MeOH/THF 1:1 (10 mL). NaOMe (60 μL of an 11M solution) was added and the solution was stirred at room temperature for 24 hrs. The mixture was neutralized with acidic resin and the solution filtered before the solvent was evaporated to yield the white solid product which was triturated with EtOAc and the solvent decanted (×3). The solid was dried under vacuum to yield 159 mg of the white solid product (quantitative) which was reacted on without fu... The reactants are ClC=1C=CC(=C(C=O)C1)O (5-Chloro-2-hydroxy-benzaldehyde), C(C)OC(C(C)(C)Br)=O (2-bromo-2-methyl-propionic acid ethyl ester), C(=O)([O-])[O-].[K+].[K+] (K2CO3). Run in CN(C)C=O (DMF). Reaction conditions: temperature 110 celsius. Product: C(C)OC(C(C)(C)OC1=C(C=C(C=C1)Cl)C=O)=O (2-(4-chloro-2-formyl-phenoxy)-2-methyl-propionic acid ethyl ester). The yield is 57.5%. As a reaction SMILES: [Cl:1][C:2]1[CH:3]=[CH:4][C:5]([OH:10])=[C:6]([CH:9]=1)[CH:7]=[O:8].[CH2:11]([O:13][C:14](=[O:19])[C:15](Br)([CH3:17])[CH3:16])[CH3:12].C([O-])([O-])=O.[K+].[K+]>CN(C=O)C>[CH2:11]([O:13][C:14](=[O:19])[C:15]([O:10][C:5]1[CH:4]=[CH:3][C:2]([Cl:1])=[CH:9][C:6]=1[CH:7]=[O:8])([CH3:17])[CH3:16])[CH3:12] |f:2.3.4|. Procedure: 5-Chloro-2-hydroxy-benzaldehyde (7 g, 45 mmol), 2-bromo-2-methyl-propionic acid ethyl ester (11.4 g, 58 mmol), K2CO3 (18.6 g, 135 mmol) and KI (0.97 g, 5.8 mmol) were mixed in DMF (20 mL). Then the reaction mixture was heated at 110° C. for 3 h. The mixture was filtered and the filtrate was concentrated. The residue was dissolved in ethyl acetate and washed with 1N NaOH. Then the organic layer was separated, dried over Na2SO4 and concentrated to give title compound (7 g) Reactants: COC(C)=O, C[Si](C)(C)[N-][Si](C)(C)C, CS(=O)(=O)N1CCC(Oc2ccc(Cl)cn2)CC1, [Li+]. Product: CC(=O)CS(=O)(=O)N1CCC(Oc2ccc(Cl)cn2)CC1. Reaction SMILES: [CH3:19][O:20][C:21]([CH3:22])=[O:23].[CH3:24][Si:25]([N-:26][Si:27]([CH3:28])([CH3:29])[CH3:30])([CH3:31])[CH3:32].[Cl:1][c:2]1[cH:3][cH:4][c:5]([O:8][CH:9]2[CH2:10][CH2:11][N:12]([S:15](=[O:16])(=[O:17])[CH3:18])[CH2:13][CH2:14]2)[n:6][cH:7]1.[Li+:33]>>[Cl:1][c:2]1[cH:3][cH:4][c:5]([O:8][CH:9]2[CH2:10][CH2:11][N:12]([S:15](=[O:16])(=[O:17])[CH2:18][C:21](=[O:20])[CH3:22])[CH2:13][CH2:14]2)[n:6][cH:7]1. Reactants: O=C(O)c1ccc2c(C3=CCCCC3)c[nH]c2c1, CI, [K+], [K+], O=C([O-])[O-], CN(C)C=O. The product is COC(=O)c1ccc2c(C3=CCCCC3)c[nH]c2c1. As a reaction SMILES: [C:1]1([c:7]2[cH:8][nH:9][c:10]3[cH:11][c:12]([C:16](=[O:17])[OH:18])[cH:13][cH:14][c:15]23)=[CH:2][CH2:3][CH2:4][CH2:5][CH2:6]1.[CH3:25][I:26].[K+:19].[K+:20].[O-:21][C:22]([O-:23])=[O:24].[O:27]=[CH:28][N:29]([CH3:30])[CH3:31]>>[C:1]1([c:7]2[cH:8][nH:9][c:10]3[cH:11][c:12]([C:16](=[O:17])[O:18][CH3:22])[cH:13][cH:14][c:15]23)=[CH:2][CH2:3][CH2:4][CH2:5][CH2:6]1. Starting materials: O=C(c1cc2cc([N+](=O)[O-])ccc2[nH]1)N1CCC(Cc2ccccc2)CC1, CO. Product: Nc1ccc2[nH]c(C(=O)N3CCC(Cc4ccccc4)CC3)cc2c1. As a reaction SMILES: [CH2:1]([c:2]1[cH:3][cH:4][cH:5][cH:6][cH:7]1)[CH:8]1[CH2:9][CH2:10][N:11]([C:14](=[O:15])[c:16]2[nH:17][c:18]3[cH:19][cH:20][c:21]([N+:25]([O-:26])=[O:27])[cH:22][c:23]3[cH:24]2)[CH2:12][CH2:13]1.[CH3:28][OH:29]>>[CH2:1]([c:2]1[cH:3][cH:4][cH:5][cH:6][cH:7]1)[CH:8]1[CH2:9][CH2:10][N:11]([C:14](=[O:15])[c:16]2[nH:17][c:18]3[cH:19][cH:20][c:21]([NH2:25])[cH:22][c:23]3[cH:24]2)[CH2:12][CH2:13]1. Starting materials: N1CC(OCC1)CNC1=C(C=C(C=C1)S(=O)(=O)N)[N+](=O)[O-] (4-(morpholin-2-ylmethylamino)-3-nitrobenzenesulfonamide), C([O-])([O-])=O.[Na+].[Na+] (sodium carbonate), CI (methyl iodide). Solvent: CN(C=O)C (N,N-dimethylformamide). Conditions: time 8 hour. Yields the product CN1CC(OCC1)CNC1=C(C=C(C=C1)S(=O)(=O)N)[N+](=O)[O-] (4-((4-methylmorpholin-2-yl)methylamino)-3-nitrobenzenesulfonamide). As a reaction SMILES: [NH:1]1[CH2:6][CH2:5][O:4][CH:3]([CH2:7][NH:8][C:9]2[CH:14]=[CH:13][C:12]([S:15]([NH2:18])(=[O:17])=[O:16])=[CH:11][C:10]=2[N+:19]([O-:21])=[O:20])[CH2:2]1.[C:22](=O)([O-])[O-].[Na+].[Na+].CI>CN(C)C=O>[CH3:22][N:1]1[CH2:6][CH2:5][O:4][CH:3]([CH2:7][NH:8][C:9]2[CH:14]=[CH:13][C:12]([S:15]([NH2:18])(=[O:16])=[O:17])=[CH:11][C:10]=2[N+:19]([O-:21])=[O:20])[CH2:2]1 |f:1.2.3|. Procedure details: To a solution of EXAMPLE 134A (158 mg) in anhydrous N,N-dimethylformamide (4 mL) was added sodium carbonate (64 mg) and methyl iodide (78 mg). After stirring overnight at room temperature, the mixture was evaporated to dryness. The crude product was then absorbed on silica gel (6 g) and purified on a silica gel column eluting with 10% methanol in dichloromethane to give the title compound.